From a dataset of the Open Reaction Database (ORD), a public repository of structured organic reaction records. describe an organic reaction: reactants, conditions, products, and yield The reactants are CC[SiH](CC)CC, ClCCl, O=C(O)C(F)(F)F, COc1cc(C(O)c2cc3ccccc3s2)cc(OC)c1OC. Yields the product COc1cc(Cc2cc3ccccc3s2)cc(OC)c1OC. RXN SMILES: [CH2:24]([SiH:25]([CH2:26][CH3:27])[CH2:28][CH3:29])[CH3:30].[Cl:38][CH2:39][Cl:40].[F:31][C:32]([F:33])([F:34])[C:35]([OH:36])=[O:37].[s:1]1[c:2]2[c:3]([cH:4][c:5]1[CH:6]([c:7]1[cH:8][c:9]([O:17][CH3:18])[c:10]([O:15][CH3:16])[c:11]([O:13][CH3:14])[cH:12]1)[OH:19])[cH:20][cH:21][cH:22][cH:23]2>>[s:1]1[c:2]2[c:3]([cH:4][c:5]1[CH2:6][c:7]1[cH:8][c:9]([O:17][CH3:18])[c:10]([O:15][CH3:16])[c:11]([O:13][CH3:14])[cH:12]1)[cH:20][cH:21][cH:22][cH:23]2. Reactants: CC(C)(C)CC(=O)Nc1nn2cccnc2c1-c1cccnc1, OB(O)C=Cc1ccc(C(F)(F)F)cc1. Product: CC(C)(C)CC(=O)Nc1nn2cccnc2c1C=Cc1ccc(C(F)(F)F)cc1. As a reaction SMILES: [CH3:16][C:17]([CH2:18][C:19](=[O:20])[NH:21][c:22]1[n:23][n:24]2[c:25]([n:26][cH:27][cH:28][cH:29]2)[c:30]1-[c:31]1[cH:32][n:33][cH:34][cH:35][cH:36]1)([CH3:37])[CH3:38].[F:1][C:2]([c:3]1[cH:4][cH:5][c:6]([CH:9]=[CH:10][B:11]([OH:12])[OH:13])[cH:7][cH:8]1)([F:14])[F:15]>>[F:1][C:2]([c:3]1[cH:4][cH:5][c:6]([CH:9]=[CH:10][c:30]2[c:22]([NH:21][C:19]([CH2:18][C:17]([CH3:16])([CH3:37])[CH3:38])=[O:20])[n:23][n:24]3[c:25]2[n:26][cH:27][cH:28][cH:29]3)[cH:7][cH:8]1)([F:14])[F:15]. Reactants: [H][H] (hydrogen), [H][H] (hydrogen), C(C)OC(=O)C1=CC2=C(C=CC=C2C=C1[N+](=O)[O-])OC (8-methoxy-3-nitro-naphthalene-2-carboxylic acid ethyl ester). The reagents and catalysts are [Pd] (Palladium-on-carbon). Solvent: CCO (EtOH). The product is C(C)OC(=O)C1=CC2=C(C=CC=C2C=C1N)OC (3-Amino-8-methoxy-naphthalene-2-carboxylic acid ethyl ester). Reaction SMILES: [CH2:1]([O:3][C:4]([C:6]1[C:15]([N+:16]([O-])=O)=[CH:14][C:13]2[C:8](=[C:9]([O:19][CH3:20])[CH:10]=[CH:11][CH:12]=2)[CH:7]=1)=[O:5])[CH3:2].[H][H]>CCO.[Pd]>[CH2:1]([O:3][C:4]([C:6]1[C:15]([NH2:16])=[CH:14][C:13]2[C:8](=[C:9]([O:19][CH3:20])[CH:10]=[CH:11][CH:12]=2)[CH:7]=1)=[O:5])[CH3:2]. Procedure: Palladium-on-carbon (10%, 1.281 g, 1.204 mol, 0.1 equiv) was added under an atmosphere of argon to a solution of 8-methoxy-3-nitro-naphthalene-2-carboxylic acid ethyl ester (3.313 g, 12.04 mmol) in EtOH (50 ml). The atmosphere was replaced by hydrogen gas, and the mixture was stirred at room temperature for 3 hours (hydrogen balloon). The atmosphere was changed back to argon, the catalyst was filtered off and the filtrate was concentrated in vacuo to afford the title compound (2.820 g, 96%, inse...